Dataset: the Open Reaction Database (ORD), a public repository of structured organic reaction records. Task: describe an organic reaction: reactants, conditions, products, and yield Reactants: C(#N)C1=C[C@@H](CC1)N1CCN(CC1)C(=O)OC(C)(C)C ((R)-tert-butyl 4-(3-cyanocyclopent-2-en-1-yl)piperazine-1-carboxylate), O1CCOCC1.Cl (hydrochloric acid 1,4 dioxane). The solvent is ClCCl (dichloromethane). Run at temperature 25 celsius, time 3 hour. Product: N1(CCNCC1)[C@H]1C=C(CC1)C#N ((R)-3-(piperazin-1-yl)cyclopent-1-enecarbonitrile). As a reaction SMILES: [C:1]([C:3]1[CH2:7][CH2:6][C@@H:5]([N:8]2[CH2:13][CH2:12][N:11](C(OC(C)(C)C)=O)[CH2:10][CH2:9]2)[CH:4]=1)#[N:2].O1CCOCC1.Cl>ClCCl>[N:8]1([C@@H:5]2[CH2:6][CH2:7][C:3]([C:1]#[N:2])=[CH:4]2)[CH2:13][CH2:12][NH:11][CH2:10][CH2:9]1 |f:1.2|. Procedure details: To a solution of (R)-tert-butyl 4-(3-cyanocyclopent-2-en-1-yl)piperazine-1-carboxylate (13 g, 46.9 mmol) in dry dichloromethane (30 ml) was added slowly hydrochloric acid 1,4 dioxane (100 ml, 4M solution) in a drop wise manner 0° C. The reaction mixture was stirred at 25° C. for 3 h. The progress of the reaction was monitored by TLC. The reaction mixture was then concentrated under reduced pressure. The residue was diluted with dichloromethane (100 ml) and treated with methanolic ammonia (50 ml,...